Dataset: the Open Reaction Database (ORD), a public repository of structured organic reaction records. Task: describe an organic reaction: reactants, conditions, products, and yield Reactants: ice water, C([O-])([O-])=O.[K+].[K+] (potassium carbonate), C(C)(=O)OCCCCBr (4-acetoxy-butylbromide), OC=1C=CC2=C(COC(N2)=O)C1 (6-hydroxy-4H-3,1-benzoxazin-2-one). Run in CS(=O)C (dimethylsulfoxide). Reaction conditions: temperature 50 celsius, time 6 hour. Yields the product C(C)(=O)OCCCCOC=1C=CC2=C(COC(N2)=O)C1 (6-(4-Acetoxy-butoxy)-4H-3,1-benzoxazin-2-one). Reaction SMILES: [OH:1][C:2]1[CH:3]=[CH:4][C:5]2[NH:10][C:9](=[O:11])[O:8][CH2:7][C:6]=2[CH:12]=1.C(=O)([O-])[O-].[K+].[K+].[C:19]([O:22][CH2:23][CH2:24][CH2:25][CH2:26]Br)(=[O:21])[CH3:20]>CS(C)=O>[C:19]([O:22][CH2:23][CH2:24][CH2:25][CH2:26][O:1][C:2]1[CH:3]=[CH:4][C:5]2[NH:10][C:9](=[O:11])[O:8][CH2:7][C:6]=2[CH:12]=1)(=[O:21])[CH3:20] |f:1.2.3|. Procedure details: One hundred two grams (0.62 mol) of 6-hydroxy-4H-3,1-benzoxazin-2-one are dissolved in 1 liter of dimethylsulfoxide and mixed with 227 gm (1.64 mol) of potassium carbonate and 166 gm (0.73 mol) of 4-acetoxy-butylbromide. The reaction mixture is stirred for six hours at 50° C., and then ice water is added. The precipitate is subjected to suction filtration, washed with water, and dried.